From a dataset of the Open Reaction Database (ORD), a public repository of structured organic reaction records. describe an organic reaction: reactants, conditions, products, and yield The reactants are COC(=O)c1ccc(OCC2CCCN2C(=O)OC(C)(C)C)cc1, O=C(O)C(F)(F)F. Yields the product COC(=O)c1ccc(OCC2CCCN2)cc1. Reaction SMILES: [C:1]([O:2][C:3](=[O:4])[N:8]1[CH:9]([CH2:13][O:14][c:15]2[cH:16][cH:17][c:18]([C:19](=[O:20])[O:21][CH3:22])[cH:23][cH:24]2)[CH2:10][CH2:11][CH2:12]1)([CH3:5])([CH3:6])[CH3:7].[F:25][C:26]([F:27])([F:28])[C:29]([OH:30])=[O:31]>>[NH:8]1[CH:9]([CH2:13][O:14][c:15]2[cH:16][cH:17][c:18]([C:19](=[O:20])[O:21][CH3:22])[cH:23][cH:24]2)[CH2:10][CH2:11][CH2:12]1. The reactants are ClC1=C(C=CC(=C1)Cl)N1C(N(C2=NC(=NC=C2C1)NC1=CC=C(C=C1)OCCN(CC)CC)C1=CC(=CC=C1)CCN1C(C=2C(C1=O)=CC=CC2)=O)=O (3-(2,4-dichlorophenyl)-7-[4-[2-(diethylamino)ethoxy]anilino]-3,4-dihydro-1-[3-(2-phthalimidoethyl)phenyl]pyrimido[4,5-d]pyrimidin-2(1H)-one), O.NN (hydrazine hydrate). The solvent is C(C)O (ethanol). Yields the product ClC1=C(C=CC(=C1)Cl)N1C(N(C2=NC(=NC=C2C1)NC1=CC=C(C=C1)OCCN(CC)CC)C1=CC(=CC=C1)CCN)=O (3-(2,4-dichlorophenyl)-7-[4-[2-(diethylamino)ethoxy]anilino]-3,4-dihydro-1-[3-(2-aminoethyl)phenyl]pyrimido[4,5-d]pyrimidin-2(1H)-one). The yield is 23.0%. RXN SMILES: [Cl:1][C:2]1[CH:7]=[C:6]([Cl:8])[CH:5]=[CH:4][C:3]=1[N:9]1[CH2:18][C:17]2[C:12](=[N:13][C:14]([NH:19][C:20]3[CH:25]=[CH:24][C:23]([O:26][CH2:27][CH2:28][N:29]([CH2:32][CH3:33])[CH2:30][CH3:31])=[CH:22][CH:21]=3)=[N:15][CH:16]=2)[N:11]([C:34]2[CH:39]=[CH:38][CH:37]=[C:36]([CH2:40][CH2:41][N:42]3C(=O)C4=CC=CC=C4C3=O)[CH:35]=2)[C:10]1=[O:53].O.NN>C(O)C>[Cl:1][C:2]1[CH:7]=[C:6]([Cl:8])[CH:5]=[CH:4][C:3]=1[N:9]1[CH2:18][C:17]2[C:12](=[N:13][C:14]([NH:19][C:20]3[CH:25]=[CH:24][C:23]([O:26][CH2:27][CH2:28][N:29]([CH2:30][CH3:31])[CH2:32][CH3:33])=[CH:22][CH:21]=3)=[N:15][CH:16]=2)[N:11]([C:34]2[CH:39]=[CH:38][CH:37]=[C:36]([CH2:40][CH2:41][NH2:42])[CH:35]=2)[C:10]1=[O:53] |f:1.2|. Procedure: A solution of 50 mg (0.07 mmol) of 3-(2,4-dichlorophenyl)-7-[4-[2-(diethylamino)ethoxy]anilino]-3,4-dihydro-1-[3-(2-phthalimidoethyl)phenyl]pyrimido[4,5-d]pyrimidin-2(1H)-one in 5 ml of ethanol was treated with 0.5 ml of hydrazine hydrate. After 18 hours the mixture was evaporated and the product purified by column chromatography on silica gel using dichloromethane/methanol/acetic acid/water (60:18:2:3) for the elution. Product-containing fractions were combined, evaporated and the residue evapo... Reactants: [OH-].[Na+] (NaOH), OO (hydrogen peroxide), C=C1CC2CCC(C1)N2C(=O)OC(C)(C)C (tert-butyl 3-methylidene-8-azabicyclo[3.2.1]octane-8-carboxylate). Solvent: C1CCOC1 (THF). Conditions: time 48 hour. Yields the product OCC1CC2CCC(C1)N2C(=O)OC(C)(C)C (tert-butyl 3-(hydroxymethyl)-8-azabicyclo[3.2.1]-octane-8-carboxylate). Yield: 90.0%. RXN SMILES: [CH2:1]=[C:2]1[CH2:8][CH:7]2[N:9]([C:10]([O:12][C:13]([CH3:16])([CH3:15])[CH3:14])=[O:11])[CH:4]([CH2:5][CH2:6]2)[CH2:3]1.[OH-:17].[Na+].OO>C1COCC1>[OH:17][CH2:1][CH:2]1[CH2:3][CH:4]2[N:9]([C:10]([O:12][C:13]([CH3:16])([CH3:15])[CH3:14])=[O:11])[CH:7]([CH2:6][CH2:5]2)[CH2:8]1 |f:1.2|. Procedure: To a solution of tert-butyl 3-methylidene-8-azabicyclo[3.2.1]octane-8-carboxylate (0.8 g, 3.6 mmol) in dry THF (30 mL) at 0° C. was added a solution of borane-THF complex (4.7 mL, 1 M) and the resulting reaction was allowed to stir at room temperature for 48 hrs. The reaction was cooled to 0° C. then treated with NaOH (5.4 mL, 2 M) and hydrogen peroxide solution (1.8 mL, 35%). After stirring at room temperature for 3 hrs, the resulting mixture was extracted with ethyl acetate (50 mL×3). The comb...